From a dataset of the Open Reaction Database (ORD), a public repository of structured organic reaction records. describe an organic reaction: reactants, conditions, products, and yield Reactants: ClC1=NC=2C=CC=CC2C2=C1N=C(N2CCCC2=CC(=NO2)C2=CC=CC=C2)COCC (4-chloro-2-(ethoxymethyl)-1-[3-(3-phenylisoxazol-5-yl)propyl]-1H-imidazo[4,5-c]quinoline), N (ammonia). Run in CO (methanol). Reaction conditions: temperature 150 celsius. Product: C(C)OCC=1N(C2=C(C(=NC=3C=CC=CC23)N)N1)CCCC1=CC(=NO1)C1=CC=CC=C1 (2-(ethoxymethyl)-1-[3-(3-phenylisoxazol-5-yl)propyl]-1H-imidazo[4,5-c]quinolin-4-amine). RXN SMILES: Cl[C:2]1[C:11]2[N:12]=[C:13]([CH2:29][O:30][CH2:31][CH3:32])[N:14]([CH2:15][CH2:16][CH2:17][C:18]3[O:22][N:21]=[C:20]([C:23]4[CH:28]=[CH:27][CH:26]=[CH:25][CH:24]=4)[CH:19]=3)[C:10]=2[C:9]2[CH:8]=[CH:7][CH:6]=[CH:5][C:4]=2[N:3]=1.[NH3:33]>CO>[CH2:31]([O:30][CH2:29][C:13]1[N:14]([CH2:15][CH2:16][CH2:17][C:18]2[O:22][N:21]=[C:20]([C:23]3[CH:28]=[CH:27][CH:26]=[CH:25][CH:24]=3)[CH:19]=2)[C:10]2[C:9]3[CH:8]=[CH:7][CH:6]=[CH:5][C:4]=3[N:3]=[C:2]([NH2:33])[C:11]=2[N:12]=1)[CH3:32]. Procedure: A mixture of 4-chloro-2-(ethoxymethyl)-1-[3-(3-phenylisoxazol-5-yl)propyl]-1H-imidazo[4,5-c]quinoline (2.22 g, 4.97 mmol) in a solution of 7 M ammonia in methanol (25 mL) was heated at 150° C. for 17 hours in a Parr pressure vessel. The volatiles were removed under reduced pressure and the resulting solid was triturated with 1 M aqueous sodium hydroxide and isolated by filtration. The crude product was purified by flash chromatography (silica gel, gradient elution from 10% to 20% CMA in chlorofo... Starting materials: [Cl-].[Al+3].[Cl-].[Cl-] (aluminum chloride), Cl (hydrochloric acid), C(CC)(=O)Cl (propionyl chloride), N1C(C2(C3=CC=CC=C13)CC2)=O (spiro[cyclopropane-1,3'-[3H]-indol]-2'(1'H)-one). The solvent is CN(C=O)C (dimethylformamide). Reaction conditions: temperature 70 celsius, time 2 hour. The product is O=C(CC)C=1C=C2C3(C(NC2=CC1)=O)CC3 (5'-(1-oxopropyl)spiro-[cyclopropane-1,3'-[3H]indol]-2'(1'H)-one). Reaction SMILES: [Cl-].[Al+3].[Cl-].[Cl-].[C:5](Cl)(=[O:8])[CH2:6][CH3:7].[NH:10]1[C:18]2[C:13](=[CH:14][CH:15]=[CH:16][CH:17]=2)[C:12]2([CH2:20][CH2:19]2)[C:11]1=[O:21].Cl>CN(C)C=O>[O:8]=[C:5]([C:15]1[CH:14]=[C:13]2[C:18](=[CH:17][CH:16]=1)[NH:10][C:11](=[O:21])[C:12]12[CH2:20][CH2:19]1)[CH2:6][CH3:7] |f:0.1.2.3|. Procedure details: A slurry was made from 7.5 ml of dimethylformamide and 45.5 g of anhydrous aluminum chloride. The temperature rose to 40° C. and 2.97 ml of propionyl chloride and 5.43 g of spiro[cyclopropane-1,3'-[3H]-indol]-2'(1'H)-one were added. The mixture was stirred for 2 hours at 70° C. and was slowly poured into a mixture of ice and 50 ml of concentrated hydrochloric acid. After cooling overnight, the resulting precipitate was recovered by filtration. Crystallization from ethyl acetate provided 4.9 gram... Reactants: CS(C)=O, CCN(C(C)C)C(C)C, ClCCl, O=C(Cl)C(=O)Cl, COC(=O)C1CC(O)CN1C(=O)OCc1ccccc1. The product is COC(=O)C1CC(=O)CN1C(=O)OCc1ccccc1. RXN SMILES: [CH3:1][S:2]([CH3:3])=[O:4].[CH:31]([N:32]([CH2:33][CH3:34])[CH:35]([CH3:36])[CH3:37])([CH3:38])[CH3:39].[Cl:40][CH2:41][Cl:42].[Cl:5][C:6]([C:7]([Cl:8])=[O:9])=[O:10].[OH:11][CH:12]1[CH2:13][CH:14]([C:27](=[O:28])[O:29][CH3:30])[N:15]([C:17](=[O:18])[O:19][CH2:20][c:21]2[cH:22][cH:23][cH:24][cH:25][cH:26]2)[CH2:16]1>>[O:11]=[C:12]1[CH2:13][CH:14]([C:27](=[O:28])[O:29][CH3:30])[N:15]([C:17](=[O:18])[O:19][CH2:20][c:21]2[cH:22][cH:23][cH:24][cH:25][cH:26]2)[CH2:16]1. Starting materials: CC(=O)O[BH-](OC(C)=O)OC(C)=O, C1COCCN1, CC(=O)O, ClCCCl, NC(=O)c1nc(-c2c(F)cccc2F)oc1-c1cccc(C=O)c1, [Na+]. Product: NC(=O)c1nc(-c2c(F)cccc2F)oc1-c1cccc(CN2CCOCC2)c1. As a reaction SMILES: [C:31]([O:32][BH-:33]([O:34][C:35](=[O:36])[CH3:37])[O:38][C:39](=[O:40])[CH3:41])(=[O:42])[CH3:43].[CH2:25]1[CH2:26][O:27][CH2:28][CH2:29][NH:30]1.[CH3:45][C:46](=[O:47])[OH:48].[Cl:49][CH2:50][CH2:51][Cl:52].[F:1][c:2]1[c:3](-[c:9]2[o:10][c:11](-[c:17]3[cH:18][c:19]([CH:23]=[O:24])[cH:20][cH:21][cH:22]3)[c:12]([C:14](=[O:15])[NH2:16])[n:13]2)[c:4]([F:8])[cH:5][cH:6][cH:7]1.[Na+:44]>>[F:1][c:2]1[c:3](-[c:9]2[o:10][c:11](-[c:17]3[cH:18][c:19]([CH2:23][N:30]4[CH2:25][CH2:26][O:27][CH2:28][CH2:29]4)[cH:20][cH:21][cH:22]3)[c:12]([C:14](=[O:15])[NH2:16])[n:13]2)[c:4]([F:8])[cH:5][cH:6][cH:7]1. The reactants are COC1=C(C=CC=C1)CNC1CCN(CC1)C(=O)OC(C)(C)C (tert-butyl 4-((2-methoxyphenyl)methyl)amino-piperidine carboxylate), C(C)(C)N(CC)C(C)C (diisopropylethylamine), O (water), COC1=CC=C(C=C1)CC(=O)Cl (4-methoxyphenylacetyl chloride). Solvent: ClCCl (dichloromethane). Conditions: time 18 hour. Product: COC1=C(C=CC=C1)CN(C(CC1=CC=C(C=C1)OC)=O)C1CCN(CC1)C(=O)OC(C)(C)C (N-((2-methoxyphenyl)methyl)-N-(1-(tert-butyloxycarbonyl)piperidin-4-yl)-4-methoxyphenylacetamide). As a reaction SMILES: [CH3:1][O:2][C:3]1[CH:8]=[CH:7][CH:6]=[CH:5][C:4]=1[CH2:9][NH:10][CH:11]1[CH2:16][CH2:15][N:14]([C:17]([O:19][C:20]([CH3:23])([CH3:22])[CH3:21])=[O:18])[CH2:13][CH2:12]1.C(N(C(C)C)CC)(C)C.[CH3:33][O:34][C:35]1[CH:40]=[CH:39][C:38]([CH2:41][C:42](Cl)=[O:43])=[CH:37][CH:36]=1.O>ClCCl>[CH3:1][O:2][C:3]1[CH:8]=[CH:7][CH:6]=[CH:5][C:4]=1[CH2:9][N:10]([CH:11]1[CH2:16][CH2:15][N:14]([C:17]([O:19][C:20]([CH3:23])([CH3:22])[CH3:21])=[O:18])[CH2:13][CH2:12]1)[C:42](=[O:43])[CH2:41][C:38]1[CH:39]=[CH:40][C:35]([O:34][CH3:33])=[CH:36][CH:37]=1. Procedure details: To a solution of commercially available tert-butyl 4-oxo-1-piperidine carboxylate (400 mg, 2 mmol) in methanol (1 ml) and 2-methoxybenzylamine (0.130 ml, 1 mmol) in methanol (1 ml) was added acetic acid in methanol (1 M, 1.34 ml) followed by NaCNBH3 in methanol (0.3 M, 4.4 ml). The resulting solution was stirred at room temperature. After 24 h, water (2 ml) was added, and the mixture was stirred for 1 h, before it was concentrated. The resulting oil was redissolved in diethyl ether (20 ml), extr... The reactants are C(=O)(OC)C1=CC=C(C(N)=S)C=C1 (4-carbomethoxybe-nzothiamide), ClCC(=O)C=1C=C2C(CCC(C2=CC1)(C)C)(C)C (6-Chloroacetyl-1,2,3,4-tetrahydro-1,1,4,4-tetramethylnaphthalene), O (water). Reagents/catalysts: N1=CC=CC=C1 (pyridine). Solvent: C(C)(C)O (isopropanol). The product is C(=O)(OC)C1=CC=C(C=C1)C=1SC=C(N1)C1=CC=2C(CCC(C2C=C1)(C)C)(C)C (2-(4-Carbomethoxyphenyl)-4-(5,6,7,8-tetrahydro-5,5,8,8-tetramethyl-2-naphthalenyl)-thiazole). RXN SMILES: [C:1]([C:5]1[CH:13]=[CH:12][C:8]([C:9](=[S:11])[NH2:10])=[CH:7][CH:6]=1)([O:3][CH3:4])=[O:2].Cl[CH2:15][C:16]([C:18]1[CH:19]=[C:20]2[C:25](=[CH:26][CH:27]=1)[C:24]([CH3:29])([CH3:28])[CH2:23][CH2:22][C:21]2([CH3:31])[CH3:30])=O.O>C(O)(C)C.N1C=CC=CC=1>[C:1]([C:5]1[CH:13]=[CH:12][C:8]([C:9]2[S:11][CH:15]=[C:16]([C:18]3[CH:27]=[CH:26][C:25]4[C:24]([CH3:29])([CH3:28])[CH2:23][CH2:22][C:21]([CH3:31])([CH3:30])[C:20]=4[CH:19]=3)[N:10]=2)=[CH:7][CH:6]=1)([O:3][CH3:4])=[O:2]. Reported procedure: 3.2 g (16.5 moles) of 4-carbomethoxybe-nzothiamide and 4.2 g (16 millimoles) of 6-chloroacetyl-1,2,3,4-tetrahydro-1,1,,4,4-tetramethylnaphthalene (for preparation see Example 28) in 40 ml of isopropanol were refluxed for 1 hour with the addition of 2 drops of pyridine. The mixture was cooled, water was added and the crystals formed were filtered off under suction. Recrystallization from isopropanol and a trace of water gave 3.0 g of the title compound of melting point 138°-140° C. The reactants are ClCCCl, CCCOc1c(OC)cccc1C(C)NC, CC1(C)OCc2cc(C=CC(=O)O)cnc2NC1=O, Cl, CN(C)C=O, O, On1nnc2ccccc21. Product: CCCOc1c(OC)cccc1C(C)N(C)C(=O)C=Cc1cnc2c(c1)COC(C)(C)C(=O)N2. RXN SMILES: [CH2:1]([Cl:2])[CH2:3][Cl:4].[CH3:35][O:36][c:37]1[c:38]([O:47][CH2:48][CH2:49][CH3:50])[c:39]([CH:43]([CH3:44])[NH:45][CH3:46])[cH:40][cH:41][cH:42]1.[CH3:6][C:7]1([CH3:24])[O:8][CH2:9][c:10]2[c:11]([n:15][cH:16][c:17]([CH:19]=[CH:20][C:21](=[O:22])[OH:23])[cH:18]2)[NH:12][C:13]1=[O:14].[ClH:5].[O:51]=[CH:52][N:53]([CH3:54])[CH3:55].[OH2:56].[OH:25][n:26]1[c:27]2[c:28]([cH:29][cH:30][cH:31][cH:32]2)[n:33][n:34]1>>[CH3:6][C:7]1([CH3:24])[O:8][CH2:9][c:10]2[c:11]([n:15][cH:16][c:17]([CH:19]=[CH:20][C:21](=[O:23])[N:45]([CH:43]([c:39]3[c:38]([O:47][CH2:48][CH2:49][CH3:50])[c:37]([O:36][CH3:35])[cH:42][cH:41][cH:40]3)[CH3:44])[CH3:46])[cH:18]2)[NH:12][C:13]1=[O:14].